Dataset: the Open Reaction Database (ORD), a public repository of structured organic reaction records. Task: describe an organic reaction: reactants, conditions, products, and yield Reactants: ClC1=NN2C(C(=CC=C2)C#CC2=C(C=CC=C2)N(S(=O)(=O)C)C)=N1 (N-[2-(2-chloro-[1,2,4]triazolo[1,5-a]pyridin-8-ylethynyl)-phenyl]-N-methyl-methanesulfonamide), CN1CCN(CC1)C=1C=C(N)C=CC1 (3-(4-methylpiperazin-1-yl)aniline), C1(CCCCC1)P(C1=C(C=CC=C1)C1=C(C=CC=C1)P(C1CCCCC1)C1CCCCC1)C1CCCCC1 (2,2′-Bis-dicyclohexylphosphanyl-biphenyl). The product is CN(S(=O)(=O)C)C1=C(C=CC=C1)C#CC=1C=2N(C=CC1)N=C(N2)NC2=CC(=CC=C2)N2CCN(CC2)C (N-Methyl-N-(2-{2-[3-(4-methyl-piperazin-1-yl)-phenylamino]-[1,2,4]triazolo[1,5-a]pyridin-8-ylethynyl}-phenyl)-methanesulfonamide), foam. Yield: 51.0%. RXN SMILES: Cl[C:2]1[N:24]=[C:5]2[C:6]([C:10]#[C:11][C:12]3[CH:17]=[CH:16][CH:15]=[CH:14][C:13]=3[N:18]([CH3:23])[S:19]([CH3:22])(=[O:21])=[O:20])=[CH:7][CH:8]=[CH:9][N:4]2[N:3]=1.[CH3:25][N:26]1[CH2:31][CH2:30][N:29]([C:32]2[CH:33]=[C:34]([CH:36]=[CH:37][CH:38]=2)[NH2:35])[CH2:28][CH2:27]1.C1(P(C2CCCCC2)C2C=CC=CC=2C2C=CC=CC=2P(C2CCCCC2)C2CCCCC2)CCCCC1>>[CH3:23][N:18]([C:13]1[CH:14]=[CH:15][CH:16]=[CH:17][C:12]=1[C:11]#[C:10][C:6]1[C:5]2[N:4]([N:3]=[C:2]([NH:35][C:34]3[CH:36]=[CH:37][CH:38]=[C:32]([N:29]4[CH2:28][CH2:27][N:26]([CH3:25])[CH2:31][CH2:30]4)[CH:33]=3)[N:24]=2)[CH:9]=[CH:8][CH:7]=1)[S:19]([CH3:22])(=[O:21])=[O:20]. Procedure details: N-Methyl-N-(2-{2-[3-(4-methyl-piperazin-1-yl)-phenylamino]-[1,2,4]triazolo[1,5-a]pyridin-8-ylethynyl}-phenyl)-methanesulfonamide was prepared from N-[2-(2-chloro-[1,2,4]triazolo[1,5-a]pyridin-8-ylethynyl)-phenyl]-N-methyl-methanesulfonamide (75.0 mg, 0.208 mmol) and 3-(4-methylpiperazin-1-yl)aniline (45.0 mg, 0.235 mmol) with 2,2′-Bis-dicyclohexylphosphanyl-biphenyl (25.0 mg, 0.0457 mmol) as the ligand in an analogous manner to Example 2d. Product isolated as a tan foam (0.055 g, 51%). 1H NMR (4... As a reaction SMILES: [Br:1][c:2]1[n:3](-[c:13]2[cH:14][cH:15][c:16]([OH:19])[cH:17][cH:18]2)[c:4]2[cH:5][cH:6][cH:7][cH:8][c:9]2[c:10]1[C:11]#[N:12].[C:25](=[O:26])([O-:27])[O-:28].[Cs+:29].[Cs+:30].[Cu:31][I:32].[O:33]=[CH:34][N:35]([CH3:36])[CH3:37].[nH:20]1[cH:21][cH:22][cH:23][cH:24]1>>[c:2]1(-[n:20]2[cH:21][cH:22][cH:23][cH:24]2)[n:3](-[c:13]2[cH:14][cH:15][c:16]([OH:19])[cH:17][cH:18]2)[c:4]2[cH:5][cH:6][cH:7][cH:8][c:9]2[c:10]1[C:11]#[N:12]. Reactants: N#Cc1c(Br)n(-c2ccc(O)cc2)c2ccccc12, O=C([O-])[O-], [Cs+], [Cs+], [Cu]I, CN(C)C=O, c1cc[nH]c1. Product: N#Cc1c(-n2cccc2)n(-c2ccc(O)cc2)c2ccccc12. Starting materials: [BH4-].[Na+] (sodium borohydride), BrC1=C(C=O)C=CC=C1 (2-bromobenzaldehyde), S(=O)(=O)([O-])[O-].[Na+].[Na+] (sodium sulfate), NC(CCC)CCC (4-aminoheptane), [BH4-].[Na+] (sodium borohydride). Run in CO (methanol), ClCCl (dichloromethane). Conditions: time 2 hour. Yields the product BrC1=C(CNC(CCC)CCC)C=CC=C1 (N-(2-Bromobenzyl)heptan-4-amine). The yield is 95.0%. As a reaction SMILES: [Br:1][C:2]1[CH:9]=[CH:8][CH:7]=[CH:6][C:3]=1[CH:4]=O.S([O-])([O-])(=O)=O.[Na+].[Na+].[NH2:17][CH:18]([CH2:22][CH2:23][CH3:24])[CH2:19][CH2:20][CH3:21].[BH4-].[Na+]>ClCCl.CO>[Br:1][C:2]1[CH:9]=[CH:8][CH:7]=[CH:6][C:3]=1[CH2:4][NH:17][CH:18]([CH2:22][CH2:23][CH3:24])[CH2:19][CH2:20][CH3:21] |f:1.2.3,5.6|. Procedure details: Added to a solution of 7.4 g of 2-bromobenzaldehyde in 80 cm3 of dichloromethane are 6.25 g of sodium sulfate and 5.07 g of 4-aminoheptane at a temperature close to 20° C. After stirring for 2 h, the reaction mixture is filtered through a cartridge and washed with 2 lots of 10 cm3 of dichloromethane. The filtrate is concentrated using a rotary evaporator under reduced pressure (5 kPa). The oil obtained is dissolved in 80 cm3 of methanol. 0.757 g of sodium borohydride is added in 3 lots. The reac... The reactants are N1=CC(=CC=C1)C=CC(=O)O (3-(3-pyridyl)-acrylic acid), O=C1N(C(C(=C1C1=CC=CC=C1)C1=CC=CC=C1)=O)CCCN.Cl (3-(2,5-dioxo-3,4-diphenyl-2,5-dihydropyrrol-1-yl)-propylamine•hydrochloride), C(C(=O)Cl)(=O)Cl (oxalyl chloride), TEA. Product: O=C1N(C(C(=C1C1=CC=CC=C1)C1=CC=CC=C1)=O)CCCNC(C=CC=1C=NC=CC1)=O (N-[3-(2,5-dioxo-3,4-diphenyl-2,5-dihydropyrrol-1-yl)-propyl]-3-pyridin-3-yl-acrylamide). As a reaction SMILES: [N:1]1[CH:6]=[CH:5][CH:4]=[C:3]([CH:7]=[CH:8][C:9]([OH:11])=O)[CH:2]=1.C(Cl)(=O)C(Cl)=O.[O:18]=[C:19]1[C:23]([C:24]2[CH:29]=[CH:28][CH:27]=[CH:26][CH:25]=2)=[C:22]([C:30]2[CH:35]=[CH:34][CH:33]=[CH:32][CH:31]=2)[C:21](=[O:36])[N:20]1[CH2:37][CH2:38][CH2:39][NH2:40].Cl>>[O:18]=[C:19]1[C:23]([C:24]2[CH:25]=[CH:26][CH:27]=[CH:28][CH:29]=2)=[C:22]([C:30]2[CH:31]=[CH:32][CH:33]=[CH:34][CH:35]=2)[C:21](=[O:36])[N:20]1[CH2:37][CH2:38][CH2:39][NH:40][C:9](=[O:11])[CH:8]=[CH:7][C:3]1[CH:2]=[N:1][CH:6]=[CH:5][CH:4]=1 |f:2.3|. Procedure: Batch size: 3.4 g (23.1 mmol) 3-(3-pyridyl)-acrylic acid, 5.3 g (42,0 mmol) oxalyl chloride, 4.2 g (42.0 mmol) TEA and 7.2 g (21.0 mmol) 3-(2,5-dioxo-3,4-diphenyl-2,5-dihydropyrrol-1-yl)-propylamine•hydrochloride. The reactants are C(C1=CC=CC=C1)N1CC2(CCC2C1)C(=O)OC(C1=CC=CC=C1)C1=CC=CC=C1 (3-benzyl-1-diphenylmethoxycarbonyl-3-azabicyclo[3.2.0]heptane), [BH4-].[Na+] (sodium borohydride), CO (methanol), [Cl-].[Li+] (lithium chloride). The solvent is O1CCCC1 (tetrahydrofuran). Isolated yield 76.0%. RXN SMILES: [CH2:1]([N:8]1[CH2:14][CH:13]2[C:10]([C:15](OC(C3C=CC=CC=3)C3C=CC=CC=3)=[O:16])([CH2:11][CH2:12]2)[CH2:9]1)[C:2]1[CH:7]=[CH:6][CH:5]=[CH:4][CH:3]=1.[Cl-].[Li+].[BH4-].[Na+].CO>O1CCCC1>[CH2:1]([N:8]1[CH2:14][CH:13]2[C:10]([CH2:15][OH:16])([CH2:11][CH2:12]2)[CH2:9]1)[C:2]1[CH:3]=[CH:4][CH:5]=[CH:6][CH:7]=1 |f:1.2,3.4|. Run at time 15 hour. Procedure: 13 g of 3-benzyl-1-diphenylmethoxycarbonyl-3-azabicyclo[3.2.0]heptane was dissolved in 100 ml of tetrahydrofuran, and 2.8 g of lithium chloride was added thereto. After 2.5 g of sodium borohydride was added little by little, 30 ml of methanol was slowly added thereto and the resulting mixture was stirred at room temperature for 15 hours. The reaction mixture was concentrated under reduced pressure, mixed with ice water, and extracted with ethyl acetate. After the extract was mixed with 10% hydro... The product is C(C1=CC=CC=C1)N1CC2(CCC2C1)CO (3-benzyl-1-hydroxymethyl-3-azabicyclo[3.2.0]heptane). Starting materials: C1CCOC1, COc1ccc(C(=O)Cl)cc1OC, ClCCl, CC(C)C(=O)Nc1cccc(C2CCN(CCCCN)CC2)c1. As a reaction SMILES: [CH2:37]1[O:38][CH2:39][CH2:40][CH2:41]1.[CH3:24][O:25][c:26]1[cH:27][c:28]([C:29](=[O:30])[Cl:31])[cH:32][cH:33][c:34]1[O:35][CH3:36].[Cl:42][CH2:43][Cl:44].[NH2:1][CH2:2][CH2:3][CH2:4][CH2:5][N:6]1[CH2:7][CH2:8][CH:9]([c:12]2[cH:13][c:14]([NH:18][C:19]([CH:20]([CH3:21])[CH3:22])=[O:23])[cH:15][cH:16][cH:17]2)[CH2:10][CH2:11]1>>[NH:1]([CH2:2][CH2:3][CH2:4][CH2:5][N:6]1[CH2:7][CH2:8][CH:9]([c:12]2[cH:13][c:14]([NH:18][C:19]([CH:20]([CH3:21])[CH3:22])=[O:23])[cH:15][cH:16][cH:17]2)[CH2:10][CH2:11]1)[C:29]([c:28]1[cH:27][c:26]([O:25][CH3:24])[c:34]([O:35][CH3:36])[cH:33][cH:32]1)=[O:30]. Product: COc1ccc(C(=O)NCCCCN2CCC(c3cccc(NC(=O)C(C)C)c3)CC2)cc1OC. Procedure: The title compound was prepared by hydrogenation of (+)-(R)-7-dibenzylamino-2-fluoro-6,6-dimethyl-6,7-dihydro-9H-5-oxa-9-aza-benzocyclohepten-8-one in methanol with Pd/C (10%), MS m/e (%): 225.3 (M+H+, 100). Starting materials: C(C1=CC=CC=C1)N([C@@H]1C(OC2=C(NC1=O)C=C(C=C2)F)(C)C)CC2=CC=CC=C2 ((+)-(R)-7-dibenzylamino-2-fluoro-6,6-dimethyl-6,7-dihydro-9H-5-oxa-9-aza-benzocyclohepten-8-one). RXN SMILES: C([N:8](CC1C=CC=CC=1)[C@H:9]1[C:15](=[O:16])[NH:14][C:13]2[CH:17]=[C:18]([F:21])[CH:19]=[CH:20][C:12]=2[O:11][C:10]1([CH3:23])[CH3:22])C1C=CC=CC=1>CO.[Pd]>[NH2:8][C@H:9]1[C:15](=[O:16])[NH:14][C:13]2[CH:17]=[C:18]([F:21])[CH:19]=[CH:20][C:12]=2[O:11][C:10]1([CH3:23])[CH3:22]. Product: N[C@@H]1C(OC2=C(NC1=O)C=C(C=C2)F)(C)C ((R)-7-Amino-2-fluoro-6,6-dimethyl-6,7-dihydro-9H-5-oxa-9-aza-benzocyclohepten-8-one). The reagents and catalysts are [Pd] (Pd/C). The solvent is CO (methanol). Reactants: [N+](=O)([O-])[O-].[K+] (potassium nitrate), ClC=1C=C(C=O)C=CC1 (3-Chlorobenzaldehyde), ice water. Run in S(O)(O)(=O)=O (sulfuric acid). Run at time 30 minute. Product: ClC=1C=CC(=C(C=O)C1)[N+](=O)[O-] (5-chloro-2-nitrobenzaldehyde). Yield: 60.4%. RXN SMILES: [Cl:1][C:2]1[CH:3]=[C:4]([CH:7]=[CH:8][CH:9]=1)[CH:5]=[O:6].[N+:10]([O-])([O-:12])=[O:11].[K+]>S(=O)(=O)(O)O>[Cl:1][C:2]1[CH:9]=[CH:8][C:7]([N+:10]([O-:12])=[O:11])=[C:4]([CH:3]=1)[CH:5]=[O:6] |f:1.2|. Reported procedure: 3-Chlorobenzaldehyde (15 g, 107 mmol) was added to concentrated sulfuric acid (150 mL) at −20° C., followed by addition of potassium nitrate (11.9 g, 117 mmol) in portions, keeping the temperature below −10° C. After addition, the mixture was stirred for 30 minutes and then poured into ice-water. The aqueous phase was extracted with ethyl acetate, and the organic phases were combined, washed by brine, dried over anhydrous sodium sulfate, evaporated and purified by silica gel chromatography to af... Starting materials: CC1=CN=CC(=N1)C1=CC2=C(C=N1)C=NN2C2=CC=CC(=N2)N2C([C@H](CCC2)NC(OC(C)(C)C)=O)=O (tert-butyl N-[(3S)-1-[6-[6-(6-methylpyrazin-2-yl)pyrazolo[4,3-c]pyridin-1-yl]-2-pyridyl]-2-oxo-3-piperidyl]carbamate), FC(C(=O)O)(F)F (trifluoroacetic acid). The solvent is ClCCl (dichloromethane). Yields the product N[C@@H]1C(N(CCC1)C1=NC(=CC=C1)N1N=CC=2C=NC(=CC21)C2=NC(=CN=C2)C)=O ((3S)-3-amino-1-[6-[6-(6-methylpyrazin-2-yl)pyrazolo[4,3-c]pyridin-1-yl]-2-pyridyl]piperidin-2-one). The yield is 39.2%. Reaction SMILES: [CH3:1][C:2]1[N:7]=[C:6]([C:8]2[N:13]=[CH:12][C:11]3[CH:14]=[N:15][N:16]([C:17]4[N:22]=[C:21]([N:23]5[CH2:28][CH2:27][CH2:26][C@H:25]([NH:29]C(=O)OC(C)(C)C)[C:24]5=[O:37])[CH:20]=[CH:19][CH:18]=4)[C:10]=3[CH:9]=2)[CH:5]=[N:4][CH:3]=1.FC(F)(F)C(O)=O>ClCCl>[NH2:29][C@H:25]1[CH2:26][CH2:27][CH2:28][N:23]([C:21]2[CH:20]=[CH:19][CH:18]=[C:17]([N:16]3[C:10]4[CH:9]=[C:8]([C:6]5[CH:5]=[N:4][CH:3]=[C:2]([CH3:1])[N:7]=5)[N:13]=[CH:12][C:11]=4[CH:14]=[N:15]3)[N:22]=2)[C:24]1=[O:37]. Procedure details: A solution of tert-butyl N-[(3S)-1-[6-[6-(6-methylpyrazin-2-yl)pyrazolo[4,3-c]pyridin-1-yl]-2-pyridyl]-2-oxo-3-piperidyl]carbamate (140 mg, 0.280 mmol) in dichloromethane 4.0 ml and trifluoroacetic acid (0.80 ml, 10 mmol) was stirred at RT 3 h. The reaction was concentrated and diluted with water then extracted with EtOAc. The aqueous layer was basified with 1M NaOH to pH 10 then extracted with EtOAc. The organic layers was dried with sodium sulfate, filtered, and concentrated in vacuum. The cru...